Task: describe an organic reaction: reactants, conditions, products, and yield. Dataset: the Open Reaction Database (ORD), a public repository of structured organic reaction records Starting materials: BrCc1cccc(Br)c1, CC(C)(C)OC(=O)N1CCC2(CC1)CNC(=O)O2, [H-], [Na+], CN(C)C=O, O. Product: CC(C)(C)OC(=O)N1CCC2(CC1)CN(Cc1cccc(Br)c1)C(=O)O2. As a reaction SMILES: [Br:21][c:22]1[cH:23][c:24]([CH2:25][Br:26])[cH:27][cH:28][cH:29]1.[C:3]([CH3:4])([CH3:5])([CH3:6])[O:7][C:8](=[O:9])[N:10]1[CH2:11][CH2:12][C:13]2([CH2:14][NH:15][C:16](=[O:18])[O:17]2)[CH2:19][CH2:20]1.[H-:1].[Na+:2].[O:31]=[CH:32][N:33]([CH3:34])[CH3:35].[OH2:30]>>[C:3]([CH3:4])([CH3:5])([CH3:6])[O:7][C:8](=[O:9])[N:10]1[CH2:11][CH2:12][C:13]2([CH2:14][N:15]([CH2:25][c:24]3[cH:23][c:22]([Br:21])[cH:29][cH:28][cH:27]3)[C:16](=[O:18])[O:17]2)[CH2:19][CH2:20]1. Reaction SMILES: [Cl:1][C:2]1[CH:15]=[CH:14][C:5]([C:6]([N:8]2[CH2:13][CH2:12][O:11][CH2:10][CH2:9]2)=[O:7])=[CH:4][C:3]=1[S:16](=[O:19])(=[O:18])[NH2:17].[CH3:20][N:21]1[CH2:26][CH2:25][NH:24][CH2:23][CH2:22]1.Cl>O>[ClH:1].[CH3:20][N:21]1[CH2:26][CH2:25][N:24]([C:2]2[CH:15]=[CH:14][C:5]([C:6]([N:8]3[CH2:13][CH2:12][O:11][CH2:10][CH2:9]3)=[O:7])=[CH:4][C:3]=2[S:16](=[O:19])(=[O:18])[NH2:17])[CH2:23][CH2:22]1 |f:4.5|. The reactants are ClC1=C(C=C(C(=O)N2CCOCC2)C=C1)S(N)(=O)=O (4-chloro-3-sulfamoylbenzoic acid-morpholide), CN1CCNCC1 (N-methylpiperazine), Cl (HCl). The solvent is O (water). Procedure: 183 Grams of 4-chloro-3-sulfamoylbenzoic acid-morpholide (0.6 mole) were stirred with 0.3 l of N-methylpiperazine for 3 hours at 130° C. Subsequently the excess base was eliminated in vacuo, the residue was dissolved in 0.5 l of water, and the pH of the solution was adjusted to 7 by means of 5N HCl. After having stood in the refrigerator for several days, the reaction product which had separated in a crystalline form was suction-filtered and was recrystallized from ethanol of 90% strength. Product: Cl.CN1CCN(CC1)C1=C(C=C(C(=O)N2CCOCC2)C=C1)S(N)(=O)=O (4-(4-Methylpiperazine-1-yl)-3-sulfamoylbenzoic acid-morpholidehydrochloride). Reactants: CC=1N=C2N(C=C(C=C2NCC2=C(C=CC=C2C)C)C(=O)NCCO)C1C (2,3-dimethyl-8-(2,6-dimethylbenzylamino)-N-hydroxyethyl-imidazo[1,2-a]pyridine-6-carboxamide), CS(=O)(=O)O (methanesulphonic acid). Run in C(C)O (ethanol), C(C)O (ethanol). Conditions: temperature 60 celsius. Product: S(C)(=O)(=O)O.CC=1N=C2N(C=C(C=C2NCC2=C(C=CC=C2C)C)C(=O)NCCO)C1C (2,3-dimethyl-8-(2,6-dimethylbenzylamino)-N-hydroxyethyl-imidazo[1,2-a]pyridine-6-carboxamide mesylate salt). Isolated yield 80.8%. RXN SMILES: [CH3:1][C:2]1[N:3]=[C:4]2[C:9]([NH:10][CH2:11][C:12]3[C:17]([CH3:18])=[CH:16][CH:15]=[CH:14][C:13]=3[CH3:19])=[CH:8][C:7]([C:20]([NH:22][CH2:23][CH2:24][OH:25])=[O:21])=[CH:6][N:5]2[C:26]=1[CH3:27].[CH3:28][S:29]([OH:32])(=[O:31])=[O:30]>C(O)C>[S:29]([OH:32])(=[O:31])(=[O:30])[CH3:28].[CH3:1][C:2]1[N:3]=[C:4]2[C:9]([NH:10][CH2:11][C:12]3[C:17]([CH3:18])=[CH:16][CH:15]=[CH:14][C:13]=3[CH3:19])=[CH:8][C:7]([C:20]([NH:22][CH2:23][CH2:24][OH:25])=[O:21])=[CH:6][N:5]2[C:26]=1[CH3:27] |f:3.4|. Procedure: 100 g of 2,3-dimethyl-8-(2,6-dimethylbenzylamino)-N-hydroxyethyl-imidazo[1,2-a]pyridine-6-carboxamide was suspended in 200 ml ethanol. The suspension was heated to approximately 60° C. and a mixture of methanesulphonic acid (28.9 g) and ethanol (40 ml) was charged during approximately 80 minutes. After rinsing with ethanol (10 ml), the suspension was cooled to approximately 50° C. The crystals were isolated and washed with ethanol. The crystals were dried (dry-blowing) during 1.5 h. 102 g of 2,3... Starting materials: COC(=O)CCC1CC(Oc2ncnc3oc(-c4ccccc4)c(-c4ccc(OC)cc4)c23)CCN1C(=O)OC(C)(C)C, CO, Cl, [Na+], [OH-]. Product: COc1ccc(-c2c(-c3ccccc3)oc3ncnc(OC4CCN(C(=O)OC(C)(C)C)C(CCC(=O)O)C4)c23)cc1. Reaction SMILES: [CH3:1][O:2][C:3]([CH2:4][CH2:5][CH:6]1[N:7]([C:36](=[O:37])[O:38][C:39]([CH3:40])([CH3:41])[CH3:42])[CH2:8][CH2:9][CH:10]([O:12][c:13]2[c:14]3[c:15]([n:16][cH:17][n:18]2)[o:19][c:20](-[c:30]2[cH:31][cH:32][cH:33][cH:34][cH:35]2)[c:21]3-[c:22]2[cH:23][cH:24][c:25]([O:28][CH3:29])[cH:26][cH:27]2)[CH2:11]1)=[O:43].[CH3:47][OH:48].[ClH:46].[Na+:45].[OH-:44]>>[O:2]=[C:3]([CH2:4][CH2:5][CH:6]1[N:7]([C:36](=[O:37])[O:38][C:39]([CH3:40])([CH3:41])[CH3:42])[CH2:8][CH2:9][CH:10]([O:12][c:13]2[c:14]3[c:15]([n:16][cH:17][n:18]2)[o:19][c:20](-[c:30]2[cH:31][cH:32][cH:33][cH:34][cH:35]2)[c:21]3-[c:22]2[cH:23][cH:24][c:25]([O:28][CH3:29])[cH:26][cH:27]2)[CH2:11]1)[OH:43]. Starting materials: COC(=O)C1=CC=C2C(=CN(C2=C1)C)CC1=CC=C(C=C1)OCC1=NC2=CC=CC=C2C=C1 (1-Methyl-3-[4-(quinolin-2-ylmethoxy)benzyl]indole-6-carboxylic acid methyl ester), CN1C=C(C2=CC=C(C=C12)C(=O)O)CC1=CC=C(C=C1)OCC1=NC2=CC=CC=C2C=C1 (1-Methyl-3-[4-(quinolin-2-ylmethoxy)benzyl]indole-6-carboxylic acid). Product: C(CC)N1C=C(C2=CC=C(C=C12)C(=O)O)CC1=CC=C(C=C1)OCC1=NC2=CC=CC=C2C=C1 (1-Propyl-3-[4-(quinolin-2-ylmethoxy)benzyl]indole-6-carboxylic acid). RXN SMILES: C[O:2][C:3]([C:5]1[CH:13]=[C:12]2[C:8]([C:9]([CH2:15][C:16]3[CH:21]=[CH:20][C:19]([O:22][CH2:23][C:24]4[CH:33]=[CH:32][C:31]5[C:26](=[CH:27][CH:28]=[CH:29][CH:30]=5)[N:25]=4)=[CH:18][CH:17]=3)=[CH:10][N:11]2[CH3:14])=[CH:7][CH:6]=1)=[O:4].CN1C2C(=CC=C(C(O)=O)C=2)[C:37](CC2C=CC(OCC3C=CC4C(=CC=CC=4)N=3)=CC=2)=[CH:36]1>>[CH2:14]([N:11]1[C:12]2[C:8](=[CH:7][CH:6]=[C:5]([C:3]([OH:2])=[O:4])[CH:13]=2)[C:9]([CH2:15][C:16]2[CH:21]=[CH:20][C:19]([O:22][CH2:23][C:24]3[CH:33]=[CH:32][C:31]4[C:26](=[CH:27][CH:28]=[CH:29][CH:30]=4)[N:25]=3)=[CH:18][CH:17]=2)=[CH:10]1)[CH2:36][CH3:37]. Reported procedure: This compound was prepared from the methyl ester (Example 11, part ii) by the method described in Example 10, part iii, m.p. 80°-82° C. Reactants: COC(CC1CCC(CC1)CN1C2=C([C@H](CCC1)N(C=1N=NN(N1)C)CC1=CC(=CC(=C1)C(F)(F)F)Cl)C=C(C(=C2)C(F)(F)F)C)=O ((S)-(4-{5-[(3-Chloro-5-trifluoromethyl-benzyl)-(2-methyl-2H-tetrazol-5-yl)-amino]-7-methyl-8-trifluoromethyl-2,3,4,5-tetrahydro-benzo[b]azepin-1-ylmethyl}-cyclohexyl)-acetic acid methyl ester), [OH-].[Na+] (sodium hydroxide). Run in O (water), Cl (HCl), CO (methanol). Conditions: temperature 60 celsius. Yields the product ClC=1C=C(CN([C@@H]2C3=C(N(CCC2)CC2CCC(CC2)CC(=O)O)C=C(C(=C3)C)C(F)(F)F)C=3N=NN(N3)C)C=C(C1)C(F)(F)F ((S)-(4-{5-[(3-Chloro-5-trifluoromethyl-benzyl)-(2-methyl-2 H-tetrazol-5-yl)-amino]-7-methyl-8-trifluoromethyl-2,3,4,5-tetrahydro-benzo[b]azepin-1-ylmethyl}-cyclohexyl)-acetic acid). RXN SMILES: C[O:2][C:3](=[O:47])[CH2:4][CH:5]1[CH2:10][CH2:9][CH:8]([CH2:11][N:12]2[CH2:18][CH2:17][CH2:16][C@H:15]([N:19]([CH2:26][C:27]3[CH:32]=[C:31]([C:33]([F:36])([F:35])[F:34])[CH:30]=[C:29]([Cl:37])[CH:28]=3)[C:20]3[N:21]=[N:22][N:23]([CH3:25])[N:24]=3)[C:14]3[CH:38]=[C:39]([CH3:46])[C:40]([C:42]([F:45])([F:44])[F:43])=[CH:41][C:13]2=3)[CH2:7][CH2:6]1.[OH-].[Na+]>CO.O.Cl>[Cl:37][C:29]1[CH:28]=[C:27]([CH:32]=[C:31]([C:33]([F:36])([F:34])[F:35])[CH:30]=1)[CH2:26][N:19]([C:20]1[N:21]=[N:22][N:23]([CH3:25])[N:24]=1)[C@H:15]1[CH2:16][CH2:17][CH2:18][N:12]([CH2:11][CH:8]2[CH2:7][CH2:6][CH:5]([CH2:4][C:3]([OH:47])=[O:2])[CH2:10][CH2:9]2)[C:13]2[CH:41]=[C:40]([C:42]([F:43])([F:44])[F:45])[C:39]([CH3:46])=[CH:38][C:14]1=2 |f:1.2|. Procedure details: To a solution of (S)-(4-{5-[(3-Chloro-5-trifluoromethyl-benzyl)-(2-methyl-2H-tetrazol-5-yl)-amino]-7-methyl-8-trifluoromethyl-2,3,4,5-tetrahydro-benzo[b]azepin-1-ylmethyl}-cyclohexyl)-acetic acid methyl ester (0.1 mmol) in methanol (1 mL), add 4N sodium hydroxide (0.4 mL). Heat the mixture at 60° C. for 3 h. Dilute the cooled mixture with water and 1N HCl to bring the pH to 6-7 and extract with CH2Cl2 (3×15 mL). Combine the organic layers and wash with water and brine, dry over sodium sulfate, f...